From a dataset of the Open Reaction Database (ORD), a public repository of structured organic reaction records. describe an organic reaction: reactants, conditions, products, and yield The reactants are CCOC(=O)C(O)Cc1ccc(C2CCCCC2)c(Cl)c1, O, O=S(Cl)Cl. Product: CCOC(=O)C(Cl)Cc1ccc(C2CCCCC2)c(Cl)c1. RXN SMILES: [Cl:1][c:2]1[cH:3][c:4]([CH2:14][CH:15]([C:16](=[O:17])[O:18][CH2:19][CH3:20])[OH:21])[cH:5][cH:6][c:7]1[CH:8]1[CH2:9][CH2:10][CH2:11][CH2:12][CH2:13]1.[OH2:26].[S:22]([Cl:23])([Cl:24])=[O:25]>>[Cl:1][c:2]1[cH:3][c:4]([CH2:14][CH:15]([C:16](=[O:17])[O:18][CH2:19][CH3:20])[Cl:24])[cH:5][cH:6][c:7]1[CH:8]1[CH2:9][CH2:10][CH2:11][CH2:12][CH2:13]1.